Dataset: the Open Reaction Database (ORD), a public repository of structured organic reaction records. Task: describe an organic reaction: reactants, conditions, products, and yield The reactants are BrC1=COC=2C1=NC(=CC2)C=2OC(=NN2)C (3-bromo-5-(5-methyl-1,3,4-oxadiazol-2-yl)furo[3,2-b]pyridine), FC1=C(C=C(C=C1)F)B(O)O ((2,5-difluorophenyl)boronic acid). The product is FC1=C(C=C(C=C1)F)C1=COC=2C1=NC(=CC2)C=2OC(=NN2)C (3-(2,5-difluorophenyl)-5-(5-methyl-1,3,4-oxadiazol-2-yl)furo[3,2-b]pyridine). The yield is 43.0%. Reaction SMILES: Br[C:2]1[C:6]2=[N:7][C:8]([C:11]3[O:12][C:13]([CH3:16])=[N:14][N:15]=3)=[CH:9][CH:10]=[C:5]2[O:4][CH:3]=1.[F:17][C:18]1[CH:23]=[CH:22][C:21]([F:24])=[CH:20][C:19]=1B(O)O>>[F:17][C:18]1[CH:23]=[CH:22][C:21]([F:24])=[CH:20][C:19]=1[C:2]1[C:6]2=[N:7][C:8]([C:11]3[O:12][C:13]([CH3:16])=[N:14][N:15]=3)=[CH:9][CH:10]=[C:5]2[O:4][CH:3]=1. Procedure details: In the same manner as in Example 132 and using 3-bromo-5-(5-methyl-1,3,4-oxadiazol-2-yl)furo[3,2-b]pyridine instead of 2-(3-bromo-1-benzofuran-5-yl)-5-methyl-1,3,4-oxadiazole, using (2,5-difluorophenyl)boronic acid instead of (4-fluorophenyl)boronic acid, and using [1,1′-bis(diphenylphosphino)ferrocene]palladium(II) chloride dichloromethane complex instead of tetrakis(triphenylphosphine)palladium(0), the title compound (yield 43%) was obtained as colorless crystals. Starting materials: CC1=CC=C(C=2NN=NC21)C(=O)O (4-methylbenzotriazole-7-carboxylic acid), C([O-])([O-])=O.[Cs+].[Cs+] (cesium carbonate), CI (methyl iodide), CN(C=O)C (dimethyl formamide). Reaction conditions: temperature 50 celsius, time 5 hour. Product: COC(=O)C1=CC=C(C2=C1N(N=N2)C)C (1,4-dimethylbenzotriazole-7-carboxylic acid methyl ester), COC(=O)C1=CC=C(C=2C1=NN(N2)C)C (2,4-dimethylbenzotriazole-7-carboxylic acid methyl ester). RXN SMILES: [CH3:1][C:2]1[C:10]2[N:9]=[N:8][NH:7][C:6]=2[C:5]([C:11]([OH:13])=[O:12])=[CH:4][CH:3]=1.[C:14](=O)([O-])[O-].[Cs+].[Cs+].CI.[CH3:22][N:23]([CH3:26])C=O>>[CH3:14][O:13][C:11]([C:5]1[C:26]2[N:23]([CH3:22])[N:8]=[N:9][C:10]=2[C:2]([CH3:1])=[CH:3][CH:4]=1)=[O:12].[CH3:14][O:13][C:11]([C:5]1[C:6]2=[N:7][N:23]([CH3:26])[N:9]=[C:10]2[C:2]([CH3:1])=[CH:3][CH:4]=1)=[O:12] |f:1.2.3|. Procedure details: A solution of 4-methylbenzotriazole-7-carboxylic acid (0.1 g) in dimethyl formamide (20 ml) was treated with cesium carbonate (0.37 g) and methyl iodide (0.1 ml) stirred at 50° C. for 5 h. The reaction mixture was quenched with water (10 ml) and extracted with ethyl acetate (3×5 ml). The combined organic layers were dried over sodium sulfate and concentrated. Chromatographic purification (hexane/ethyl acetate 85:15) gave 1,4-dimethylbenzotriazole-7-carboxylic acid methyl ester (30 mg) and 2,4-di... Starting materials: C1(=CC=CC=C1)N1N=C(C=C1CCC)CCC=O (3-(1-phenyl-5-propyl-1H-pyrazol-3-yl)propanal), [BH-](OC(=O)C)(OC(=O)C)OC(=O)C.[Na+] (NaBH(OAc)3), CC1=C(C=CC=C1C)N1CCNCC1 (1-(2,3-dimethylphenyl)piperazine), CCN(C(C)C)C(C)C (DIPEA). Yields the product CC1=C(C=CC=C1C)N1CCN(CC1)CCCC1=NN(C(=C1)CCC)C1=CC=CC=C1 (1-(2,3-dimethylphenyl)-4-(3-(1-phenyl-5-propyl-1H-pyrazol-3-yl)propyl)piperazine). As a reaction SMILES: [C:1]1([N:7]2[C:11]([CH2:12][CH2:13][CH3:14])=[CH:10][C:9]([CH2:15][CH2:16][CH:17]=O)=[N:8]2)[CH:6]=[CH:5][CH:4]=[CH:3][CH:2]=1.[CH3:19][C:20]1[C:25]([CH3:26])=[CH:24][CH:23]=[CH:22][C:21]=1[N:27]1[CH2:32][CH2:31][NH:30][CH2:29][CH2:28]1.CCN(C(C)C)C(C)C.[BH-](OC(C)=O)(OC(C)=O)OC(C)=O.[Na+]>>[CH3:19][C:20]1[C:25]([CH3:26])=[CH:24][CH:23]=[CH:22][C:21]=1[N:27]1[CH2:28][CH2:29][N:30]([CH2:17][CH2:16][CH2:15][C:9]2[CH:10]=[C:11]([CH2:12][CH2:13][CH3:14])[N:7]([C:1]3[CH:6]=[CH:5][CH:4]=[CH:3][CH:2]=3)[N:8]=2)[CH2:31][CH2:32]1 |f:3.4|. Reported procedure: 124 mg (66%) of target compound was obtained by using a method same as in Example 1 by using 3-(1-phenyl-5-propyl-1H-pyrazol-3-yl)propanal (100 mg, 0.413 mmol), 1-(2,3-dimethylphenyl)piperazine (79 mg, 0.413 mmol), DIPEA (0.110 mL, 0.620 mmol) and NaBH(OAc)3 (263 mg, 1.239 mmol). The reactants are CS(=O)(=O)C1=CC=C(C(=O)O)C=C1 (4-methylsulphonylbenzoic acid), O=S(Cl)Cl (SOCl2), C1(=CC=CC=C1)C (toluene), O=S(Cl)Cl (SOCl2). The solvent is C(Cl)Cl (DCM). Reaction conditions: temperature 60 celsius, time 20 hour. Product: CS(=O)(=O)C1=CC=C(C(=O)Cl)C=C1 (4-(methylsulfonyl)benzoyl chloride). As a reaction SMILES: [CH3:1][S:2]([C:5]1[CH:13]=[CH:12][C:8]([C:9](O)=[O:10])=[CH:7][CH:6]=1)(=[O:4])=[O:3].O=S(Cl)[Cl:16].C1(C)C=CC=CC=1>C(Cl)Cl>[CH3:1][S:2]([C:5]1[CH:13]=[CH:12][C:8]([C:9]([Cl:16])=[O:10])=[CH:7][CH:6]=1)(=[O:4])=[O:3]. Procedure details: To a stirred solution of 4-methylsulphonylbenzoic acid (100 mg, 0.48 mmol) in DCM (2 mL) was added SOCl2 (52 μL, 0.73 mmol) and toluene (2 mL) and the resulting reaction was stirred at 60° C. for 20 hours. A further charge of SOCl2 (100 μL, 1.45 mmol) was added and the reaction was heated at 80° C. for a further 24 hours. Volatiles were removed at reduced pressure and the crude product used in subsequent steps without further purification. Starting materials: BrC1=C(C=C2C(=NNC2=C1)C)F (6-bromo-5-fluoro-3-methyl-1H-indazole), [H-].[Na+] (NaH), ClC1=NC(=NC=C1)N (4-chloropyrimidin-2-amine). The solvent is CN(C)C=O (DMF), CN(C)C=O (DMF). Run at temperature 60 celsius, time 16 hour. Yields the product BrC1=C(C=C2C(=NN(C2=C1)C1=NC(=NC=C1)N)C)F (4-(6-bromo-5-fluoro-3-methylindazol-1-yl)pyrimidin-2-amine). As a reaction SMILES: [Br:1][C:2]1[CH:10]=[C:9]2[C:5]([C:6]([CH3:11])=[N:7][NH:8]2)=[CH:4][C:3]=1[F:12].[H-].[Na+].Cl[C:16]1[CH:21]=[CH:20][N:19]=[C:18]([NH2:22])[N:17]=1>CN(C=O)C>[Br:1][C:2]1[CH:10]=[C:9]2[C:5]([C:6]([CH3:11])=[N:7][N:8]2[C:16]2[CH:21]=[CH:20][N:19]=[C:18]([NH2:22])[N:17]=2)=[CH:4][C:3]=1[F:12] |f:1.2|. Procedure: To a solution of 6-bromo-5-fluoro-3-methyl-1H-indazole (130 mg, 0.284 mmol, 50% purity) in DMF (2 ml) was added NaH (60% oil dispersion, 18.16 mg, 0.454 mmol) at 0° C. The reaction mixture stirred for 15 minutes before the slow addition of a solution of 4-chloropyrimidin-2-amine (73.53 mg, 0.568 mmol) in DMF (2 mL). The resulting mixture was stirred at 60° C. for 16 hr. The reaction mixture was cooled and partitioned between water (15 ml) and EtOAc (15 ml). A precipitate formed and was collected... Reactants: CC(=O)[O-], CC(=O)[O-], C=CC(C)(C)COCc1ccc(F)c(Oc2ccccc2)c1, CN(C)CCN(C)C, Cl, COc1ccc(I)cc1, [Pd+2], Cc1ccccc1P(c1ccccc1C)c1ccccc1C. The product is COc1ccc(C=CC(C)(C)COCc2ccc(F)c(Oc3ccccc3)c2)cc1. Reaction SMILES: [C:63]([O-:64])(=[O:65])[CH3:66].[C:67]([O-:68])(=[O:69])[CH3:70].[CH3:1][C:2]([CH:3]=[CH2:4])([CH2:5][O:6][CH2:7][c:8]1[cH:9][c:10]([O:15][c:16]2[cH:17][cH:18][cH:19][cH:20][cH:21]2)[c:11]([F:14])[cH:12][cH:13]1)[CH3:22].[CH3:54][N:55]([CH3:56])[CH2:57][CH2:58][N:59]([CH3:60])[CH3:61].[ClH:62].[I:23][c:24]1[cH:25][cH:26][c:27]([O:30][CH3:31])[cH:28][cH:29]1.[Pd+2:71].[c:32]1([CH3:33])[cH:34][cH:35][cH:36][cH:37][c:38]1[P:39]([c:40]1[cH:41][cH:42][cH:43][cH:44][c:45]1[CH3:46])[c:47]1[cH:48][cH:49][cH:50][cH:51][c:52]1[CH3:53]>>[CH3:1][C:2]([CH:3]=[CH:4][c:24]1[cH:25][cH:26][c:27]([O:30][CH3:31])[cH:28][cH:29]1)([CH2:5][O:6][CH2:7][c:8]1[cH:9][c:10]([O:15][c:16]2[cH:17][cH:18][cH:19][cH:20][cH:21]2)[c:11]([F:14])[cH:12][cH:13]1)[CH3:22].